describe an organic reaction: reactants, conditions, products, and yield From a dataset of the Open Reaction Database (ORD), a public repository of structured organic reaction records. The reactants are COc1cccc(C)c1, Cc1ccccc1, [Cl-], [Cl-], [Cl-], O=C(Cl)c1c(Cl)cccc1Cl, [Fe+3], O. The product is COc1ccc(C(=O)c2c(Cl)cccc2Cl)c(C)c1. As a reaction SMILES: [CH3:12][c:13]1[cH:14][c:15]([O:19][CH3:20])[cH:16][cH:17][cH:18]1.[CH3:21][c:22]1[cH:23][cH:24][cH:25][cH:26][cH:27]1.[Cl-:28].[Cl-:30].[Cl-:31].[Cl:1][c:2]1[c:3]([C:4](=[O:5])[Cl:6])[c:7]([Cl:11])[cH:8][cH:9][cH:10]1.[Fe+3:29].[OH2:32]>>[Cl:1][c:2]1[c:3]([C:4](=[O:5])[c:18]2[c:13]([CH3:12])[cH:14][c:15]([O:19][CH3:20])[cH:16][cH:17]2)[c:7]([Cl:11])[cH:8][cH:9][cH:10]1.